This data is from the Open Reaction Database (ORD), a public repository of structured organic reaction records. The task is: describe an organic reaction: reactants, conditions, products, and yield Reactants: [I-].[K+] (potassium iodide), FC=1C=C(C=C(C1)C(=C(Cl)Cl)Cl)C (3-fluoro-5-(trichlorovinyl)toluene), C(C1=CC=CC=C1)(=O)OOC(C1=CC=CC=C1)=O (dibenzoyl peroxide), BrN1C(CCC1=O)=O (N-bromosuccinimide). Solvent: C1=CC=CC=C1 (benzene). Yields the product FC=1C=C(CBr)C=C(C1)C(=C(Cl)Cl)Cl (3-Fluoro-5-(trichlorovinyl)benzyl bromide). As a reaction SMILES: [F:1][C:2]1[CH:3]=[C:4]([CH3:13])[CH:5]=[C:6]([C:8]([Cl:12])=[C:9]([Cl:11])[Cl:10])[CH:7]=1.C(OOC(=O)C1C=CC=CC=1)(=O)C1C=CC=CC=1.[Br:32]N1C(=O)CCC1=O.[I-].[K+]>C1C=CC=CC=1>[F:1][C:2]1[CH:3]=[C:4]([CH:5]=[C:6]([C:8]([Cl:12])=[C:9]([Cl:10])[Cl:11])[CH:7]=1)[CH2:13][Br:32] |f:3.4|. Procedure details: To a solution of 3-fluoro-5-(trichlorovinyl)toluene (2.39 g) and dibenzoyl peroxide (0.2 g) in 60 ml of benzene at reflux, N-bromosuccinimide (2.21 g) is added in portions. The mixture is heated at reflux until the solution gives a negative reaction with potassium iodide. The reaction mixture is concentrated and the residue triturated with 100 ml of hexane. The precipitated succinimide is collected by filtration and the filtrate concentrated and then chromatographed on silica gel (hexane) to giv... Reactants: [Al+3], [Cl-], [Cl-], [Cl-], O=C(Cl)CCCCl, ClCCl, CSc1cccc(F)c1. Yields the product CSc1cc(F)ccc1C(=O)CCCCl. Reaction SMILES: [Al+3:18].[Cl-:17].[Cl-:19].[Cl-:20].[Cl:10][CH2:11][CH2:12][CH2:13][C:14](=[O:15])[Cl:16].[Cl:21][CH2:22][Cl:23].[F:1][c:2]1[cH:3][c:4]([S:8][CH3:9])[cH:5][cH:6][cH:7]1>>[F:1][c:2]1[cH:3][c:4]([S:8][CH3:9])[c:5]([C:14]([CH2:13][CH2:12][CH2:11][Cl:10])=[O:15])[cH:6][cH:7]1. Reactants: C1=CC=CC=2C3=CC=CC=C3C(C12)CCC(=O)O (3-(fluoren-9-yl)propionic acid), N[C@@H](C(C)(C)C)C(=O)O (L-tert-leucine). The solvent is S(=O)(Cl)Cl (thionyl chloride), C([O-])([O-])=O.[Na+].[Na+] (sodium carbonate). Reaction SMILES: [CH:1]1[C:13]2[CH:12]([CH2:14][CH2:15][C:16](O)=[O:17])[C:11]3[C:6](=[CH:7][CH:8]=[CH:9][CH:10]=3)[C:5]=2[CH:4]=[CH:3][CH:2]=1.[NH2:19][C@H:20]([C:25]([OH:27])=[O:26])[C:21]([CH3:24])([CH3:23])[CH3:22]>S(Cl)(Cl)=O.C(=O)([O-])[O-].[Na+].[Na+]>[CH:1]1[C:13]2[CH:12]([CH2:14][CH2:15][C:16]([NH:19][C@H:20]([C:25]([OH:27])=[O:26])[C:21]([CH3:24])([CH3:23])[CH3:22])=[O:17])[C:11]3[C:6](=[CH:7][CH:8]=[CH:9][CH:10]=3)[C:5]=2[CH:4]=[CH:3][CH:2]=1 |f:3.4.5|. Yields the product C1=CC=CC=2C3=CC=CC=C3C(C12)CCC(=O)N[C@@H](C(C)(C)C)C(=O)O (N-[3-(9H-Fluoren-9-yl)propionyl]-L-t-leucine). Reported procedure: A solution of 3-(fluoren-9-yl)propionic acid (2.4 g, 10 mmol) in thionyl chloride was refluxed for two hours. The reaction mixture was cooled down and the solvent was removed in vacuum. A solution of the resulting 3-(fluoren-9-yl)propionic acid chloride was dissolved in dioxane (20 mL) and added into a solution of L-tert-leucine (4 g, 30.5 mmol) in 10% aqueous sodium carbonate (40 mL). The reaction mixture was monitored by quenching an aliquot with methanol than monitor the resulting methyl este... Starting materials: COC(=O)Cn1ncc2cc(-c3cc(C(=O)NC4CC4)ccc3C)ccc21, NCC1CC1. As a reaction SMILES: [CH:1]1([NH:4][C:5](=[O:6])[c:7]2[cH:8][cH:9][c:10]([CH3:27])[c:11](-[c:13]3[cH:14][c:15]4[cH:16][n:17][n:18]([CH2:22][C:23](=[O:24])[O:25][CH3:26])[c:19]4[cH:20][cH:21]3)[cH:12]2)[CH2:2][CH2:3]1.[CH:28]1([CH2:31][NH2:32])[CH2:29][CH2:30]1>>[CH:1]1([NH:4][C:5](=[O:6])[c:7]2[cH:8][cH:9][c:10]([CH3:27])[c:11](-[c:13]3[cH:14][c:15]4[cH:16][n:17][n:18]([CH2:22][C:23](=[O:24])[NH:32][CH2:31][CH:28]5[CH2:29][CH2:30]5)[c:19]4[cH:20][cH:21]3)[cH:12]2)[CH2:2][CH2:3]1. The product is Cc1ccc(C(=O)NC2CC2)cc1-c1ccc2c(cnn2CC(=O)NCC2CC2)c1. The reactants are C(C1=CC=CC=C1)=O (benzaldehyde), NCCN1CCNCC1 (1-(2-aminoethyl)piperazine), C1(=CC=CC=C1)C (toluene), O (water). Conditions: time 8 hour. The product is NCCN1CCN(CC1)C(=O)OCC1=CC=CC=C1 (4-(2-Aminoethyl)-l-(benzyloxycarbonyl)piperazine). As a reaction SMILES: [CH:1](=[O:8])[C:2]1[CH:7]=[CH:6][CH:5]=[CH:4][CH:3]=1.[NH2:9][CH2:10][CH2:11][N:12]1C[CH2:16][NH:15][CH2:14][CH2:13]1.[OH2:18].[C:19]1([CH3:25])C=CC=CC=1>>[NH2:9][CH2:10][CH2:11][N:12]1[CH2:25][CH2:19][N:15]([C:16]([O:8][CH2:1][C:2]2[CH:7]=[CH:6][CH:5]=[CH:4][CH:3]=2)=[O:18])[CH2:14][CH2:13]1. Procedure details: 8.21 g of benzaldehyde are added to a solution of 10 g of 1-(2-aminoethyl)piperazine in 125 ml of toluene and the mixture is refluxed for 3 hours, the water formed being removed by means of a Dean-Stark apparatus. The reaction mixture is concentrated under vacuum, the residue is taken up with 100 ml of DCM, 13.45 ml of DIPEA are added and 11.03 ml of benzyl chloroformate are added dropwise. The reaction mixture is stirred overnight at RT and concentrated under vacuum. The residue is taken up wit... Solvent: O (water), CO (methanol). Starting materials: C(C)OC(CN(C)C(CCC=1SC2=C(N1)C(=C(C=C2F)F)F)=O)=O (N-[3-(4,5,7-trifluorobenzothiazol-2-yl)propionyl]-N-methylglycine ethyl ester), [OH-].[Na+] (sodium hydroxide). Yields the product FC1=C(C=C(C2=C1N=C(S2)CCC(=O)N(CC(=O)O)C)F)F (N-[3-(4,5,7-trifluorobenzothiazol-2-yl)propionyl]-N-methylglycine). Reaction conditions: time 30 minute. The yield is 69.6%. Reaction SMILES: C([O:3][C:4](=[O:24])[CH2:5][N:6]([C:8](=[O:23])[CH2:9][CH2:10][C:11]1[S:12][C:13]2[C:19]([F:20])=[CH:18][C:17]([F:21])=[C:16]([F:22])[C:14]=2[N:15]=1)[CH3:7])C.[OH-].[Na+]>CO.O>[F:22][C:16]1[C:14]2[N:15]=[C:11]([CH2:10][CH2:9][C:8]([N:6]([CH3:7])[CH2:5][C:4]([OH:24])=[O:3])=[O:23])[S:12][C:13]=2[C:19]([F:20])=[CH:18][C:17]=1[F:21] |f:1.2|. Procedure: To a solution of N-[3-(4,5,7-trifluorobenzothiazol-2-yl)propionyl]-N-methylglycine ethyl ester (290 mg, 0.8 mmol) in methanol (2 ml) was added 2N sodium hydroxide (0.5 ml, 1 mmol) and the mixture was stirred for 30 min. at room temperature. The reaction mixture was diluted with water and then washed with ether. The aqueous layer was acidified with 7% hydrochloric acid and extracted with ethyl acetate. The organic layer was washed with water, then dried and evaporated to yield a residue, which wa... Yield: 76.5%. Procedure details: Beginning with 0.40 gm (1.74 mMol) 5-amino-3-(1-methylpiperidin-4-yl)pyrrolo[3,2-b]pyridine and 0.267 mL (2.09 mMol) phenylsulfonyl chloride, 0.493 gm (76%) of the title compound were prepared as an orange solid essentially by the procedure described in Example 4. An analytical sample was crystallized from aqueous ethanol. Product: C1(=CC=CC=C1)S(=O)(=O)NC1=CC=C2C(=N1)C(=CN2)C2CCN(CC2)C (5-(N-[phenylsulfonyl]amino)-3-(1-methylpiperidin-4-yl)pyrrolo[3,2-b]pyridine). RXN SMILES: [NH2:1][C:2]1[N:7]=[C:6]2[C:8]([CH:11]3[CH2:16][CH2:15][N:14]([CH3:17])[CH2:13][CH2:12]3)=[CH:9][NH:10][C:5]2=[CH:4][CH:3]=1.[C:18]1([S:24](Cl)(=[O:26])=[O:25])[CH:23]=[CH:22][CH:21]=[CH:20][CH:19]=1>>[C:18]1([S:24]([NH:1][C:2]2[N:7]=[C:6]3[C:8]([CH:11]4[CH2:16][CH2:15][N:14]([CH3:17])[CH2:13][CH2:12]4)=[CH:9][NH:10][C:5]3=[CH:4][CH:3]=2)(=[O:26])=[O:25])[CH:23]=[CH:22][CH:21]=[CH:20][CH:19]=1. Reactants: NC1=CC=C2C(=N1)C(=CN2)C2CCN(CC2)C (5-amino-3-(1-methylpiperidin-4-yl)pyrrolo[3,2-b]pyridine), C1(=CC=CC=C1)S(=O)(=O)Cl (phenylsulfonyl chloride). Starting materials: FC1=CC=C(C=C1)C(=O)C1=CC=C(C=C1)O (4-fluorophenyl-4-hydroxyphenyl methanone), ClCCO (2-chloroethanol), C([O-])([O-])=O.[K+].[K+] (potassium carbonate), [I-].[K+] (potassium iodide), Cl (hydrochloric acid). Solvent: O (water), CN(C=O)C (dimethylformamide), C(C)(=O)OCC (ethyl acetate). The product is FC1=CC=C(C=C1)C(=O)C1=CC=C(C=C1)OCCO (4-fluorophenyl-4-(2-hydroxyethoxy)phenyl methanone). Yield: 99.7%. Reaction SMILES: [F:1][C:2]1[CH:7]=[CH:6][C:5]([C:8]([C:10]2[CH:15]=[CH:14][C:13]([OH:16])=[CH:12][CH:11]=2)=[O:9])=[CH:4][CH:3]=1.Cl[CH2:18][CH2:19][OH:20].C(=O)([O-])[O-].[K+].[K+].[I-].[K+].Cl>CN(C)C=O.C(OCC)(=O)C.O>[F:1][C:2]1[CH:7]=[CH:6][C:5]([C:8]([C:10]2[CH:15]=[CH:14][C:13]([O:16][CH2:18][CH2:19][OH:20])=[CH:12][CH:11]=2)=[O:9])=[CH:4][CH:3]=1 |f:2.3.4,5.6|. Procedure details: In an oven-dried flask placed under a nitrogen atmosphere, 4-fluorophenyl-4-hydroxyphenyl methanone (100 g), 2-chloroethanol (75 g), potassium carbonate (134 g) and potassium iodide (11.5 g) were stirred in anhydrous dimethylformamide (400 mL) using a mechanical stirrer. The reaction mixture was heated to reflux for 4 hours. It was cooled to room temperature and then poured into a beaker containing deionized water (1 L) and ice. Concentrated hydrochloric acid was added while stirring vigorously ...